This data is from the Open Reaction Database (ORD), a public repository of structured organic reaction records. The task is: describe an organic reaction: reactants, conditions, products, and yield Reactants: Br, Br, CCOC(=O)C(CCCCC1CCNCC1)NC(C)C(=O)N(CC(=O)O)C1Cc2ccccc2C1, CC(=O)O, [Na+], [OH-]. Product: CC(NC(CCCCC1CCNCC1)C(=O)O)C(=O)N(CC(=O)O)C1Cc2ccccc2C1. As a reaction SMILES: [BrH:1].[BrH:2].[CH2:3]([CH3:4])[O:5][C:6](=[O:7])[CH:8]([CH2:9][CH2:10][CH2:11][CH2:12][CH:13]1[CH2:14][CH2:15][NH:16][CH2:17][CH2:18]1)[NH:19][CH:20]([CH3:21])[C:22](=[O:23])[N:24]([CH2:25][C:26](=[O:27])[OH:28])[CH:29]1[CH2:30][c:31]2[cH:32][cH:33][cH:34][cH:35][c:36]2[CH2:37]1.[CH3:38][C:39](=[O:40])[OH:41].[Na+:43].[OH-:42]>>[O:5]=[C:6]([OH:7])[CH:8]([CH2:9][CH2:10][CH2:11][CH2:12][CH:13]1[CH2:14][CH2:15][NH:16][CH2:17][CH2:18]1)[NH:19][CH:20]([CH3:21])[C:22](=[O:23])[N:24]([CH2:25][C:26](=[O:27])[OH:28])[CH:29]1[CH2:30][c:31]2[cH:32][cH:33][cH:34][cH:35][c:36]2[CH2:37]1. The reactants are Cc1nc(Br)c([N+](=O)[O-])c(=O)[nH]1, CCN(C(C)C)C(C)C, CN(C)C=O, Cl, Fc1ccc(C2CCNCC2)cc1. Yields the product Cc1nc(N2CCC(c3ccc(F)cc3)CC2)c([N+](=O)[O-])c(=O)[nH]1. Reaction SMILES: [Br:1][c:2]1[c:3]([N+:10](=[O:11])[O-:12])[c:4](=[O:9])[nH:5][c:6]([CH3:8])[n:7]1.[CH2:27]([N:28]([CH:29]([CH3:30])[CH3:31])[CH:32]([CH3:33])[CH3:34])[CH3:35].[CH3:36][N:37]([CH3:38])[CH:39]=[O:40].[ClH:13].[F:14][c:15]1[cH:16][cH:17][c:18]([CH:21]2[CH2:22][CH2:23][NH:24][CH2:25][CH2:26]2)[cH:19][cH:20]1>>[c:2]1([N:24]2[CH2:23][CH2:22][CH:21]([c:18]3[cH:17][cH:16][c:15]([F:14])[cH:20][cH:19]3)[CH2:26][CH2:25]2)[c:3]([N+:10](=[O:11])[O-:12])[c:4](=[O:9])[nH:5][c:6]([CH3:8])[n:7]1. Product: CCc1nc2ccccc2n1-c1nc(N2CCOCC2)c2nc(CN3C(C)CN(S(C)(=O)=O)CC3C)n(C)c2n1. The reactants are CCc1nc2ccccc2n1-c1nc(N2CCOCC2)c2nc(CBr)n(C)c2n1, Br, CC1CN(S(C)(=O)=O)CC(C)N1, [K+], [K+], O=C([O-])[O-], CN(C)C=O. RXN SMILES: [Br:2][CH2:3][c:4]1[n:5]([CH3:30])[c:6]2[n:7][c:8](-[n:19]3[c:20]([CH2:28][CH3:29])[n:21][c:22]4[c:23]3[cH:24][cH:25][cH:26][cH:27]4)[n:9][c:10]([N:13]3[CH2:14][CH2:15][O:16][CH2:17][CH2:18]3)[c:11]2[n:12]1.[BrH:1].[CH3:31][S:32](=[O:33])(=[O:34])[N:35]1[CH2:36][CH:37]([CH3:42])[NH:38][CH:39]([CH3:41])[CH2:40]1.[K+:43].[K+:44].[O-:45][C:46]([O-:47])=[O:48].[O:49]=[CH:50][N:51]([CH3:52])[CH3:53]>>[CH2:3]([c:4]1[n:5]([CH3:30])[c:6]2[n:7][c:8](-[n:19]3[c:20]([CH2:28][CH3:29])[n:21][c:22]4[c:23]3[cH:24][cH:25][cH:26][cH:27]4)[n:9][c:10]([N:13]3[CH2:14][CH2:15][O:16][CH2:17][CH2:18]3)[c:11]2[n:12]1)[N:38]1[CH:37]([CH3:42])[CH2:36][N:35]([S:32]([CH3:31])(=[O:33])=[O:34])[CH2:40][CH:39]1[CH3:41]. Starting materials: ClCC(=O)CCl (1,3-dichloroacetone), Cl (hydrochloric acid), BrC1=C(C(=CC=C1)F)F (1-bromo-2,3-difluorobenzene), C(CCCCC)[Li] (n-hexyllithium). The solvent is C(C)OCC (diethyl ether), C(C)OCC (diethyl ether). Conditions: temperature -78 celsius, time 1 hour. The product is ClCC(CCl)(O)C1=C(C(=CC=C1)F)F (1,3-dichloro-2-(2,3-difluorophenyl)propan-2-ol). Yield: 51.0%. RXN SMILES: Br[C:2]1[CH:7]=[CH:6][CH:5]=[C:4]([F:8])[C:3]=1[F:9].C([Li])CCCCC.[Cl:17][CH2:18][C:19]([CH2:21][Cl:22])=[O:20].Cl>C(OCC)C>[Cl:17][CH2:18][C:19]([C:2]1[CH:7]=[CH:6][CH:5]=[C:4]([F:8])[C:3]=1[F:9])([OH:20])[CH2:21][Cl:22]. Procedure: To a solution of 1-bromo-2,3-difluorobenzene (19.5 g, 0.10 mol) in dry diethyl ether (120 mL), under nitrogen at −78° C., was added dropwise, n-hexyllithium (2.3 M in hexane, 41.7 ml, 0.096 mol). The mixture was stirred for 1 min after which a solution of 1,3-dichloroacetone (12.2 g, 0.096 mol) in dry diethyl ether (30 mL) was added dropwise. The resulting mixture was stirred at −78° C. for 1 h and then brought to ambient temperature and stirred for 1 h. Aqueous hydrochloric acid (50 mL. 10%) wa... Reactants: ClC1=C(CNC2=NC(=CC=C2[N+](=O)[O-])N2CCOCC2)C=CC=C1Cl (N-(2,3-dichlorobenzyl)-6-morpholino-3-nitropyridin-2-amine), CC(=O)O (CH3COOH). The reagents and catalysts are [Fe] (iron). Yields the product ClC1=C(CN2C(=NC=3C2=NC(=CC3)N3CCOCC3)C)C=CC=C1Cl (4-(3-(2,3-dichlorobenzyl)-2-methyl-3H-imidazo[4,5-b]pyridin-5-yl)morpholine). Isolated yield 30.0%. As a reaction SMILES: [Cl:1][C:2]1[C:24]([Cl:25])=[CH:23][CH:22]=[CH:21][C:3]=1[CH2:4][NH:5][C:6]1[C:11]([N+:12]([O-])=O)=[CH:10][CH:9]=[C:8]([N:15]2[CH2:20][CH2:19][O:18][CH2:17][CH2:16]2)[N:7]=1.[CH3:26][C:27](O)=O>[Fe]>[Cl:1][C:2]1[C:24]([Cl:25])=[CH:23][CH:22]=[CH:21][C:3]=1[CH2:4][N:5]1[C:6]2=[N:7][C:8]([N:15]3[CH2:20][CH2:19][O:18][CH2:17][CH2:16]3)=[CH:9][CH:10]=[C:11]2[N:12]=[C:26]1[CH3:27]. Reported procedure: To a refluxed solution of N-(2,3-dichlorobenzyl)-6-morpholino-3-nitropyridin-2-amine (1.15 g, 3 mmol) in CH3COOH (100 mL) was added iron powder (504 mg, 9 mmol) in portions. The mixture was then refluxed for 16 h and cooled to room temperature. It was filtered and the filtrate was concentrated in vacuo. The residue was then purified by chromatography on silica gel eluting with EtOAc/Pet ether=1/1 to afford the desired product as a pale solid (352 mg, 30%). LC/MS: MS (ES+) m/e 377 (MH+); 1H NMR (... Starting materials: C[C@H]1[C@H](CCC2=CC=CC(=C12)Br)NCCC (cis-1-Methyl-2-n-propylamino-8-bromo-1,2,3,4-tetrahydronaphthalene), ICCC (1-iodopropane), CN(C)C1=CC=CC2=C1C(=CC=C2)N(C)C (proton sponge). Run in C(C)#N (acetonitrile). Reaction conditions: temperature 50 celsius. Product: C[C@H]1[C@H](CCC2=CC=CC(=C12)Br)N(CCC)CCC (cis-1-Methyl-2-di-n-propylamino-8-bromo-1,2,3,4tetrahydronaphthalene). Isolated yield 19.6%. As a reaction SMILES: [CH3:1][C@@H:2]1[C:11]2[C:6](=[CH:7][CH:8]=[CH:9][C:10]=2[Br:12])[CH2:5][CH2:4][C@@H:3]1[NH:13][CH2:14][CH2:15][CH3:16].I[CH2:18][CH2:19][CH3:20].CN(C1C2C(N(C)C)=CC=CC=2C=CC=1)C>C(#N)C>[CH3:1][C@@H:2]1[C:11]2[C:6](=[CH:7][CH:8]=[CH:9][C:10]=2[Br:12])[CH2:5][CH2:4][C@@H:3]1[N:13]([CH2:18][CH2:19][CH3:20])[CH2:14][CH2:15][CH3:16]. Procedure: To a solution of cis-1-Methyl-2-n-propylamino-8-bromo-1,2,3,4-tetrahydronaphthalene (1.47 gm, 5.2 mMol) in acetonitrile (30 mL) were added 1-iodopropane (0.59 mL, 5.8 mMol) and proton sponge (2.2 gm, 10.4 mMol), and the mixture was stirred at 50° C. for eighteen hours. The colorless suspension was filtered and the filtrate concentrated in vacuo to give a light yellow oil. Purification by flash chromatography (20% diethyl ether in hexane+tr. NH4OH) gave the desired compound as a colorless glass (...